From a dataset of the Open Reaction Database (ORD), a public repository of structured organic reaction records. describe an organic reaction: reactants, conditions, products, and yield The reactants are O=C([O-])O, C=CCBr, Nc1cc(C(=O)O)cc(S)c1Oc1ccccc1, [Na+]. The product is C=CCSc1cc(C(=O)O)cc(N)c1Oc1ccccc1. As a reaction SMILES: [C:23](=[O:24])([O-:25])[OH:26].[CH2:19]([CH:20]=[CH2:21])[Br:22].[NH2:1][c:2]1[c:3]([O:12][c:13]2[cH:14][cH:15][cH:16][cH:17][cH:18]2)[c:4]([SH:11])[cH:5][c:6]([C:7](=[O:8])[OH:9])[cH:10]1.[Na+:27]>>[NH2:1][c:2]1[c:3]([O:12][c:13]2[cH:14][cH:15][cH:16][cH:17][cH:18]2)[c:4]([S:11][CH2:21][CH:20]=[CH2:19])[cH:5][c:6]([C:7](=[O:8])[OH:9])[cH:10]1. The reactants are CN (methylamine), FC1=C(C(=O)O)C=C(C(=C1F)F)[N+](=O)[O-] (2,3,4-trifluoro-5-nitro-benzoic acid), Cl (HCl). Solvent: O (water). Run at time 3 hour. The product is FC1=C(C(=O)O)C=C(C(=C1F)NC)[N+](=O)[O-] (2,3-Difluoro-4-methylamino-5-nitro-benzoic acid). As a reaction SMILES: [CH3:1][NH2:2].[F:3][C:4]1[C:12]([F:13])=[C:11](F)[C:10]([N+:15]([O-:17])=[O:16])=[CH:9][C:5]=1[C:6]([OH:8])=[O:7].Cl>O>[F:3][C:4]1[C:12]([F:13])=[C:11]([NH:2][CH3:1])[C:10]([N+:15]([O-:17])=[O:16])=[CH:9][C:5]=1[C:6]([OH:8])=[O:7]. Procedure details: A mixture of methylamine (40% aq solution, 0.68 mL, 6.7 mmol), 2,3,4-trifluoro-5-nitro-benzoic acid (0.50 g, 2.3 mmol) and 5 mL water is stirred for 3 h in an ice bath. Then the mixture is acidified with 6M aq HCl and the resulting precipitate is collected by filtration washed with water and dried. Starting materials: N1=C(C=CC=C1)C(C#N)=C (pyridinyl acrylonitrile), [OH-].[K+] (KOH), amine. Yields the product N1=C(C=CC=C1)C(C(=O)N)=C (pyridinyl acrylamide). As a reaction SMILES: [N:1]1[CH:6]=[CH:5][CH:4]=[CH:3][C:2]=1[C:7](=[CH2:10])[C:8]#[N:9].[OH-:11].[K+]>>[N:1]1[CH:6]=[CH:5][CH:4]=[CH:3][C:2]=1[C:7](=[CH2:10])[C:8]([NH2:9])=[O:11] |f:1.2|. Procedure details: The Scheme 18 shows a proposed process for synthesizing pyridinyl acrylamide (76). Diketone (72) is reacted with compound (35) to yield pyridinyl ketone compound (73), which is transformed to the pyridinyl acrylonitrile compound (74) by reacting with cyanomethylphosphonic acid diethyl ester and NaH. 3-(2-Alkyl-6-trifluoromethyl-pyridin-3-yl)-acrylic acid (75) obtained by hydrolyzing the pyridinyl acrylonitrile compound (74) with KOH is reacted with the amine compound (1) to yield pyridinyl acryl... Starting materials: [N+](=O)([O-])C1=CC=C2C(N(C(NC2=C1)=O)CC1=CC=C(C#N)C=C1)=O (4-[(7-nitro-1,4-dihydro-2H-quinazolin-2,4-dion-3-yl)-methyl]-benzonitrile), C(CC)I (propyl iodide), C([O-])([O-])=O.[K+].[K+] (potassium carbonate). The solvent is CS(=O)C (dimethyl sulphoxide). Product: [N+](=O)([O-])C1=CC=C2C(N(C(N(C2=C1)CCC)=O)CC1=CC=C(C#N)C=C1)=O (4-[(7-nitro-1-n-propyl-1,4-dihydro-2H-quinazolin-2,4-dion-3-yl)-methyl]-benzonitrile). As a reaction SMILES: [N+:1]([C:4]1[CH:13]=[C:12]2[C:7]([C:8](=[O:24])[N:9]([CH2:15][C:16]3[CH:23]=[CH:22][C:19]([C:20]#[N:21])=[CH:18][CH:17]=3)[C:10](=[O:14])[NH:11]2)=[CH:6][CH:5]=1)([O-:3])=[O:2].[CH2:25](I)[CH2:26][CH3:27].C(=O)([O-])[O-].[K+].[K+]>CS(C)=O>[N+:1]([C:4]1[CH:13]=[C:12]2[C:7]([C:8](=[O:24])[N:9]([CH2:15][C:16]3[CH:23]=[CH:22][C:19]([C:20]#[N:21])=[CH:18][CH:17]=3)[C:10](=[O:14])[N:11]2[CH2:25][CH2:26][CH3:27])=[CH:6][CH:5]=1)([O-:3])=[O:2] |f:2.3.4|. Procedure details: Prepared analogously to Example 1c from 4-[(7-nitro-1,4-dihydro-2H-quinazolin-2,4-dion-3-yl)-methyl]-benzonitrile, propyl iodide and potassium carbonate in dimethyl sulphoxide. The reactants are FC1=CC(=C(C#N)C=C1)C(F)(F)F (4-fluoro-2-(trifluoromethyl)benzonitrile), C(C)(C)N (isopropyl amine). The product is CC(C)NC1=CC(=C(C#N)C=C1)C(F)(F)F (4-[(1-Methylethyl)amino]-2-(trifluoromethyl)benzonitrile). As a reaction SMILES: F[C:2]1[CH:9]=[CH:8][C:5]([C:6]#[N:7])=[C:4]([C:10]([F:13])([F:12])[F:11])[CH:3]=1.[CH:14]([NH2:17])([CH3:16])[CH3:15]>>[CH3:15][CH:14]([NH:17][C:2]1[CH:9]=[CH:8][C:5]([C:6]#[N:7])=[C:4]([C:10]([F:13])([F:12])[F:11])[CH:3]=1)[CH3:16]. Reported procedure: Synthesized as described in example 1A starting with 4-fluoro-2-(trifluoromethyl)benzonitrile and isopropyl amine: MS (ES) m/z 229 (M+1).